Dataset: the Open Reaction Database (ORD), a public repository of structured organic reaction records. Task: describe an organic reaction: reactants, conditions, products, and yield The reactants are CC1(NC(CC(C1)N)(C)C)C (2,2,6,6-tetramethylpiperidine-4-amine), CN1CCOCC1 (4-methylmorpholine), FC1=C(COC=2C=3N(C=CC2)C(=C(N3)C)C(=O)O)C(=CC=C1)F (8-[(2,6-difluorobenzyl)oxy]-2-methylimidazo[1,2-a]pyridine-3-carboxylic acid), F[B-](F)(F)F.N1(N=NC2=C1C=CC=C2)O[C+](N(C)C)N(C)C ((benzotriazol-1-yloxy)bisdimethylaminomethylium fluoroborate). Solvent: CN(C)C=O (DMF), CN(C)C=O (DMF). Conditions: time 8 hour. The product is FC1=C(COC=2C=3N(C=CC2)C(=C(N3)C)C(=O)NC3CC(NC(C3)(C)C)(C)C)C(=CC=C1)F (8-[(2,6-Difluorobenzyl)oxy]-2-methyl-N-(2,2,6,6-tetramethylpiperidin-4-yl)imidazo[1,2-a]-pyridine-3-carboxamide). As a reaction SMILES: [CH3:1][C:2]1([CH3:11])[CH2:7][CH:6]([NH2:8])[CH2:5][C:4]([CH3:10])([CH3:9])[NH:3]1.[F:12][C:13]1[CH:33]=[CH:32][CH:31]=[C:30]([F:34])[C:14]=1[CH2:15][O:16][C:17]1[C:18]2[N:19]([C:23]([C:27](O)=[O:28])=[C:24]([CH3:26])[N:25]=2)[CH:20]=[CH:21][CH:22]=1.F[B-](F)(F)F.N1(O[C+](N(C)C)N(C)C)C2C=CC=CC=2N=N1.CN1CCOCC1>CN(C=O)C>[F:12][C:13]1[CH:33]=[CH:32][CH:31]=[C:30]([F:34])[C:14]=1[CH2:15][O:16][C:17]1[C:18]2[N:19]([C:23]([C:27]([NH:8][CH:6]3[CH2:5][C:4]([CH3:10])([CH3:9])[NH:3][C:2]([CH3:11])([CH3:1])[CH2:7]3)=[O:28])=[C:24]([CH3:26])[N:25]=2)[CH:20]=[CH:21][CH:22]=1 |f:2.3|. Reported procedure: 18.8 mg (0.12 mmol) of 2,2,6,6-tetramethylpiperidine-4-amine were initially charged, and 32 mg (0.10 mmol) of 8-[(2,6-difluorobenzyl)oxy]-2-methylimidazo[1,2-a]pyridine-3-carboxylic acid in 0.4 ml of DMF and 42 mg (0.13 mmol) of (benzotriazol-1-yloxy)bisdimethylaminomethylium fluoroborate (TBTU) in 0.2 ml of DMF were added. 20 mg (0.20 mmol) of 4-methylmorpholine were then added, and the reaction was stirred at RT overnight. The mixture was then filtered off and the filtrate was purified by prep... Yield: 95.8%. Reported procedure: N-Bromosuccinimide (0.377 g, 2.13 mmol) was added all at once to a solution of methyl 4-acetamido-3-chloro-6-(1-ethoxyvinyl)pyridine-2-carboxylate (0.636 g, 2.13 mmol) in THF (40 mL) and water (2 mL) at room temperature. After 15 minutes, the reaction mixture was concentrated and the residue partitioned between dichloromethane and water. The organic layer was separated, dried (MgSO4), and concentrated to provide methyl 4-acetamido-3-chloro-6-(bromoacetyl)pyridine-2-carboxylate (0.714 g, 2.04 mmo... The solvent is C1CCOC1 (THF), O (water). Reaction SMILES: [Br:1]N1C(=O)CCC1=O.[C:9]([NH:12][C:13]1[CH:18]=[C:17]([C:19]([O:21]CC)=[CH2:20])[N:16]=[C:15]([C:24]([O:26][CH3:27])=[O:25])[C:14]=1[Cl:28])(=[O:11])[CH3:10]>C1COCC1.O>[C:9]([NH:12][C:13]1[CH:18]=[C:17]([C:19](=[O:20])[CH2:21][Br:1])[N:16]=[C:15]([C:24]([O:26][CH3:27])=[O:25])[C:14]=1[Cl:28])(=[O:11])[CH3:10]. Product: C(C)(=O)NC1=C(C(=NC(=C1)C(CBr)=O)C(=O)OC)Cl (methyl 4-acetamido-3-chloro-6-(bromoacetyl)pyridine-2-carboxylate). Reactants: BrN1C(CCC1=O)=O (N-Bromosuccinimide), C(C)(=O)NC1=C(C(=NC(=C1)C(=C)OCC)C(=O)OC)Cl (methyl 4-acetamido-3-chloro-6-(1-ethoxyvinyl)pyridine-2-carboxylate). Reaction conditions: time 15 minute.